This data is from the Open Reaction Database (ORD), a public repository of structured organic reaction records. The task is: describe an organic reaction: reactants, conditions, products, and yield Isolated yield 93.0%. The product is FC1=C(C(=CC=C1)OC)OC (1-Fluoro-2,3-dimethoxybenzene). Reported procedure: After dissolving the 3-fluorocatechol (30 g, 0.234 mol) in dimethylformamide (400 ml), methyl iodide (32 ml, 0.515 mol) and potassium carbonate (80.7 g, 0.515 mol) were added while stirring on ice, and the stirring was continued at room temperature for 18 hours. Water (500 ml) was added and extraction was performed with diethyl ether (400 ml×2), and then after washing the combined organic layers with brine (400 ml) and drying over anhydrous magnesium sulfate, the solvent was distilled off under ... Solvent: CN(C=O)C (dimethylformamide). Starting materials: FC1=C(C(O)=CC=C1)O (3-fluorocatechol), CI (methyl iodide), C([O-])([O-])=O.[K+].[K+] (potassium carbonate), O (Water). Run at time 18 hour. RXN SMILES: [F:1][C:2]1[CH:8]=[CH:7][CH:6]=[C:4]([OH:5])[C:3]=1O.[CH3:10]I.[C:12](=[O:15])([O-])[O-].[K+].[K+].O>CN(C)C=O>[F:1][C:2]1[CH:8]=[CH:7][CH:6]=[C:4]([O:5][CH3:10])[C:3]=1[O:15][CH3:12] |f:2.3.4|. The reactants are O=C(O)CBr, CCN=C=NCCCN(C)C, CN(C)C=O, CC(C)c1cccc(C(C)C)c1N, Cl, On1nnc2ccccc21. Yields the product CC(C)c1cccc(C(C)C)c1NC(=O)CBr. RXN SMILES: [Br:36][CH2:37][C:38](=[O:39])[OH:40].[CH3:2][N:3]([CH3:4])[CH2:5][CH2:6][CH2:7][N:8]=[C:9]=[N:10][CH2:11][CH3:12].[CH3:41][N:42]([CH3:43])[CH:44]=[O:45].[CH:23]([CH3:24])([CH3:25])[c:26]1[c:27]([NH2:28])[c:29]([CH:33]([CH3:34])[CH3:35])[cH:30][cH:31][cH:32]1.[ClH:1].[OH:13][n:14]1[c:15]2[cH:16][cH:17][cH:18][cH:19][c:20]2[n:21][n:22]1>>[CH:23]([CH3:24])([CH3:25])[c:26]1[c:27]([NH:28][C:38]([CH2:37][Br:36])=[O:39])[c:29]([CH:33]([CH3:34])[CH3:35])[cH:30][cH:31][cH:32]1. The reactants are CC=1N(C(=C(C1CC1=C(C=CC=C1)S(=O)(=O)C1=CC=CC=C1)C1=CC=CC=C1)C1=CC=CC=C1)CC(=O)O (2-(2-methyl-4,5-diphenyl-3-(2-(phenylsulfonyl)benzyl)-1H-pyrrol-1-yl)acetic acid), N1(CCCC1)S(=O)(=O)C1=C(C=O)C=CC=C1 (2-(pyrrolidin-1-ylsulfonyl)benzaldehyde). Product: CC=1N(C(=C(C1CC1=C(C=CC=C1)S(=O)(=O)N1CCCC1)C1=CC=CC=C1)C1=CC=CC=C1)CC(=O)O (2-(2-methyl-4,5-diphenyl-3-(2-(pyrrolidin-1-ylsulfonyl)benzyl)-1H-pyrrol-1-yl)acetic acid). RXN SMILES: [CH3:1][C:2]1[N:3]([CH2:35][C:36]([OH:38])=[O:37])[C:4]([C:29]2[CH:34]=[CH:33][CH:32]=[CH:31][CH:30]=2)=[C:5]([C:23]2[CH:28]=[CH:27][CH:26]=[CH:25][CH:24]=2)[C:6]=1CC1C=CC=CC=1S(C1C=CC=CC=1)(=O)=O.[N:39]1([S:44]([C:47]2[CH:54]=[CH:53][CH:52]=[CH:51][C:48]=2[CH:49]=O)(=[O:46])=[O:45])[CH2:43][CH2:42][CH2:41][CH2:40]1>>[CH3:1][C:2]1[N:3]([CH2:35][C:36]([OH:38])=[O:37])[C:4]([C:29]2[CH:30]=[CH:31][CH:32]=[CH:33][CH:34]=2)=[C:5]([C:23]2[CH:24]=[CH:25][CH:26]=[CH:27][CH:28]=2)[C:6]=1[CH2:49][C:48]1[CH:51]=[CH:52][CH:53]=[CH:54][C:47]=1[S:44]([N:39]1[CH2:43][CH2:42][CH2:41][CH2:40]1)(=[O:46])=[O:45]. Procedure: 2-(2-methyl-4,5-diphenyl-3-(2-(pyrrolidin-1-ylsulfonyl)benzyl)-1H-pyrrol-1-yl)acetic acid was synthesized according to 2-(2-methyl-4,5-diphenyl-3-(2-(phenylsulfonyl)benzyl)-1H-pyrrol-1-yl)acetic acid using 2-(pyrrolidin-1-ylsulfonyl)benzaldehyde in the general procedure I (step 1). 1H NMR (CDCl3/400 MHz) δ (ppm) 8.00 (d, 1H), 7.50-7.45 (m, 1H), 7.34-7.24 (m, 5H), 7.19-7.16 (m, 2H), 7.05-7.00 (m, 3H), 6.92-6.88 (m, 2H), 4.65 (s, 2H), 4.21 (s, 2H), 3.15 (t, 4H), 2.10 (s, 3H), 1.69-1.65 (m, 4H). MS... The reactants are C(C)(=O)OCC (ethyl acetate), CC1(OC2=C(C(C1)C1=NC=CC=C1)C=C(C=C2)C(C2=CC=C(C=C2)I)=O)C (3,4-dihydro-2,2-dimethyl-6-(4-iodobenzoyl)-4-(2-pyridyl)-2H-1-benzopyran). The product is CC1(OC2=C(C(C1)C1=[N+](C=CC=C1)[O-])C=C(C=C2)C(C2=CC=C(C=C2)I)=O)C (2-[3,4-dihydro-2,2-dimethyl-6-(4-iodobenzoyl)-2H-1-benzopyran-4-yl]pyridine N-oxide). RXN SMILES: [CH3:1][C:2]1([CH3:27])[CH2:7][CH:6]([C:8]2[CH:13]=[CH:12][CH:11]=[CH:10][N:9]=2)[C:5]2[CH:14]=[C:15]([C:18](=[O:26])[C:19]3[CH:24]=[CH:23][C:22]([I:25])=[CH:21][CH:20]=3)[CH:16]=[CH:17][C:4]=2[O:3]1.C(OCC)(=[O:30])C>>[CH3:1][C:2]1([CH3:27])[CH2:7][CH:6]([C:8]2[CH:13]=[CH:12][CH:11]=[CH:10][N+:9]=2[O-:30])[C:5]2[CH:14]=[C:15]([C:18](=[O:26])[C:19]3[CH:20]=[CH:21][C:22]([I:25])=[CH:23][CH:24]=3)[CH:16]=[CH:17][C:4]=2[O:3]1. Procedure: In an analogous manner to that described in the first paragraph of Example 21, from 3,4-dihydro-2,2-dimethyl-6-(4-iodobenzoyl)-4-(2-pyridyl)-2H-1-benzopyran there was obtained 2-[3,4-dihydro-2,2-dimethyl-6-(4-iodobenzoyl)-2H-1-benzopyran-4-yl]pyridine N-oxide of melting point 171°-173° C. (from ethyl acetate). The reactants are C1(=CC=CC=C1)C1=C(N=C2C(=N1)CCCN2CC=2C=C(C=CC2)O)C2=CC=CC=C2 (3-((2,3-diphenyl-7,8-dihydropyrido[3,2-b]pyrazin-5(6H)-yl)methyl)phenol), C([O-])([O-])=O.[K+].[K+] (potassium carbonate), BrCC(=O)OCC (ethyl 2-bromoacetate). The solvent is CC(=O)C (acetone). The product is C1(=CC=CC=C1)C1=C(N=C2C(=N1)CCCN2CC=2C=C(OCC(=O)OCC)C=CC2)C2=CC=CC=C2 (Ethyl 2-(3-((2,3-diphenyl-7,8-dihydropyrido[3,2-b]pyrazin-5(6H)-yl)methyl)phenoxy)acetate). RXN SMILES: [C:1]1([C:7]2[N:12]=[C:11]3[CH2:13][CH2:14][CH2:15][N:16]([CH2:17][C:18]4[CH:19]=[C:20]([OH:24])[CH:21]=[CH:22][CH:23]=4)[C:10]3=[N:9][C:8]=2[C:25]2[CH:30]=[CH:29][CH:28]=[CH:27][CH:26]=2)[CH:6]=[CH:5][CH:4]=[CH:3][CH:2]=1.C(=O)([O-])[O-].[K+].[K+].Br[CH2:38][C:39]([O:41][CH2:42][CH3:43])=[O:40]>CC(C)=O>[C:1]1([C:7]2[N:12]=[C:11]3[CH2:13][CH2:14][CH2:15][N:16]([CH2:17][C:18]4[CH:19]=[C:20]([CH:21]=[CH:22][CH:23]=4)[O:24][CH2:38][C:39]([O:41][CH2:42][CH3:43])=[O:40])[C:10]3=[N:9][C:8]=2[C:25]2[CH:26]=[CH:27][CH:28]=[CH:29][CH:30]=2)[CH:2]=[CH:3][CH:4]=[CH:5][CH:6]=1 |f:1.2.3|. Reported procedure: A mixture comprising 3-((2,3-diphenyl-7,8-dihydropyrido[3,2-b]pyrazin-5(6H)-yl)methyl)phenol (140 mg, 0.356 mmol), potassium carbonate (98 mg, 0.712 mmol) and ethyl 2-bromoacetate (119 mg, 0.712 mmol) in acetone (3 ml) was heated at reflux overnight. The suspension was cooled to room temperature and filtered. The filtrate was evaporated to dryness and the residue was purified by chromatography on silica eluting with EtOAc/iso-hexane to afford the title compound. Starting materials: ClC=1C(=CC(=NC1)NC(C(C)(C)C)=O)NCC1CCN(CC1)C(=O)OCC1=CC=CC=C1 (Benzyl 4-((5-chloro-2-pivalamidopyridin-4-ylamino)methyl)piperidine-1-carboxylate). Run in Cl (HCl). Yields the product ClC=1C(=CC(=NC1)N)NCC1CCNCC1 (5-chloro-N4-(piperidin-4-ylmethyl)pyridine-2,4-diamine). The yield is 86.8%. RXN SMILES: [Cl:1][C:2]1[C:3]([NH:15][CH2:16][CH:17]2[CH2:22][CH2:21][N:20](C(OCC3C=CC=CC=3)=O)[CH2:19][CH2:18]2)=[CH:4][C:5]([NH:8]C(=O)C(C)(C)C)=[N:6][CH:7]=1>Cl>[Cl:1][C:2]1[C:3]([NH:15][CH2:16][CH:17]2[CH2:18][CH2:19][NH:20][CH2:21][CH2:22]2)=[CH:4][C:5]([NH2:8])=[N:6][CH:7]=1. Reported procedure: Benzyl 4-((5-chloro-2-pivalamidopyridin-4-ylamino)methyl)piperidine-1-carboxylate (0.52 g, 1.12 mmol) was refluxed in 6M HCl (20 mL) for 2 hr. The volatiles were removed in vacuo and the residue was dissolved in MeOH and adsorbed onto Isolute SCX-II acidic resin. The resin was washed with methanol, then 2M ammonia in methanol. The basic fractions were concentrated to give crude 5-chloro-N4-(piperidin-4-ylmethyl)pyridine-2,4-diamine (0.234 g, 96%). LCMS (4) Rt=0.51 min; m/z (ESI+) 241 (MH+). Di-t...